This data is from the Open Reaction Database (ORD), a public repository of structured organic reaction records. The task is: describe an organic reaction: reactants, conditions, products, and yield The reactants are [BH4-], CCO, [Na+], Cc1cccc(C=NC2CCN(C(c3ccccc3)c3ccccc3)CC2)n1. Product: Cc1cccc(CNC2CCN(C(c3ccccc3)c3ccccc3)CC2)n1. RXN SMILES: [BH4-:29].[CH3:31][CH2:32][OH:33].[Na+:30].[c:1]1([CH:7]([N:8]2[CH2:9][CH2:10][CH:11]([N:14]=[CH:15][c:16]3[n:17][c:18]([CH3:22])[cH:19][cH:20][cH:21]3)[CH2:12][CH2:13]2)[c:23]2[cH:24][cH:25][cH:26][cH:27][cH:28]2)[cH:2][cH:3][cH:4][cH:5][cH:6]1>>[c:1]1([CH:7]([N:8]2[CH2:9][CH2:10][CH:11]([NH:14][CH2:15][c:16]3[n:17][c:18]([CH3:22])[cH:19][cH:20][cH:21]3)[CH2:12][CH2:13]2)[c:23]2[cH:24][cH:25][cH:26][cH:27][cH:28]2)[cH:2][cH:3][cH:4][cH:5][cH:6]1. The reactants are C1CSCSC1, C1CCOC1, ClCCl, [Li]CCCC, CCCCCC, Fc1cccc(CBr)c1. Product: Fc1cccc(CC2SCCCS2)c1. Reaction SMILES: [CH2:1]1[CH2:2][S:3][CH2:4][S:5][CH2:6]1.[CH2:21]1[O:22][CH2:23][CH2:24][CH2:25]1.[CH2:32]([Cl:33])[Cl:34].[CH2:7]([Li:8])[CH2:9][CH2:10][CH3:11].[CH3:26][CH2:27][CH2:28][CH2:29][CH2:30][CH3:31].[F:12][c:13]1[cH:14][c:15]([CH2:16][Br:17])[cH:18][cH:19][cH:20]1>>[CH2:1]1[CH2:2][S:3][CH:4]([CH2:16][c:15]2[cH:14][c:13]([F:12])[cH:20][cH:19][cH:18]2)[S:5][CH2:6]1. Reactants: BrC1=CC=2N(C=C1)N=C(N2)N (7-bromo-[1,2,4]triazolo[1,5-a]pyridin-2-ylamine), BrC1=CC=2N(C=C1)N=C(N2)N (7-bromo-[1,2,4]triazolo[1,5-a]pyridin-2-ylamine), C(C)N=C=O (ethyl isocyanate). Run in C1CCOC1.C1(=CC=CC=C1)C (THF toluene). Run at temperature 100 celsius. Yields the product BrC1=CC=2N(C=C1)N=C(N2)NC(=O)NCC (1-(7-bromo-[1,2,4]triazolo[1,5-a]pyridin-2-yl)-3-ethyl-urea). As a reaction SMILES: [Br:1][C:2]1[CH:7]=[CH:6][N:5]2[N:8]=[C:9]([NH2:11])[N:10]=[C:4]2[CH:3]=1.[CH2:12]([N:14]=[C:15]=[O:16])[CH3:13]>C1COCC1.C1(C)C=CC=CC=1>[Br:1][C:2]1[CH:7]=[CH:6][N:5]2[N:8]=[C:9]([NH:11][C:15]([NH:14][CH2:12][CH3:13])=[O:16])[N:10]=[C:4]2[CH:3]=1 |f:2.3|. Procedure details: 7-Bromo-[1,2,4]triazolo[1,5-a]pyridin-2-ylamine (compound 3, 1.22 g, 5.73 mmol) was dissolved in THF/toluene (1:1, 60 mL), then ethyl isocyanate (4.07 g, 57.3 mmol) and a catalytic quantity of dibutyltindiacetate (6 drops) were added to the mixture. The reaction was then heated in a sealed tube at 100° C. for 24 h. This mixture was allowed to cool, then the solvents removed under reduced pressure to afford an oily solid, which was triturated with Et2O, giving a solid which was collected by filtr... The reactants are C(=O)[O-].[Na+] (sodium formate), [OH-].[Na+] (sodium hydroxide), C(=O)[O-] (formate), C=1N=C(C2=C(N1)N(C=N2)[C@H]3[C@@H]([C@@H]([C@H](O3)COP(=O)(O)OP(=O)(O)OC[C@@H]4[C@H]([C@H]([C@@H](O4)N5C=CCC(=C5)C(=O)N)O)O)O)O)N (NADH). Product: C(C(=O)COP(=O)(O)O)O (DHAP). Reaction SMILES: C([O-])=O.[Na+].[OH-].[Na+].C([O-])=O.C1N=C(N)C2N=CN([C@@H]3[O:23][C@H:22]([CH2:24][O:25][P:26]([O:29]P(OC[C@H]4O[C@@H](N5C=C(C(N)=O)CC=C5)[C@H](O)[C@@H]4O)(O)=O)([OH:28])=[O:27])[C@@H:21]([OH:51])[C@H]3O)C=2N=1>>[CH2:21]([OH:51])[C:22]([CH2:24][O:25][P:26]([OH:29])([OH:28])=[O:27])=[O:23] |f:0.1,2.3|. Reported procedure: For removing dX1P the acetaldehyde was evaporated and the solution was diluted with water to reach 30 ml. It was mixed with 3 ml 2.65 M sodium formate solution (8 mmol), and sodium hydroxide solution was added until a pH of 7.4 was reached. 23 U formate dehydrogenase (FDH), 6 mg NADH, 16 U RAMA and 20 U glycerolphosphate dehydrogenase (GDH) were added. Starting materials: C(C1=NC2=CC=CC=C2C=C1)(=O)O (quinaldic acid), Cl.CN(CCCN=C=NCC)C (1-(3-dimethylaminopropyl)-3-ethylcarbodiimide hydrochloride), ON1N=NC2=C1C=CC=C2 (1-hydroxybenzotriazole), C(O)CN (ethanolamine). The solvent is CN(C)C=O (DMF), C(C)(=O)OCC (ethyl acetate). Reaction conditions: temperature 0 celsius, time 10 minute. The product is OCCNC(=O)C1=NC2=CC=CC=C2C=C1 (N-(2-Hydroxyethyl) 2-quinolinecarboxamide). Isolated yield 24.0%. RXN SMILES: [C:1]([OH:13])(=O)[C:2]1[CH:11]=[CH:10][C:9]2[C:4](=[CH:5][CH:6]=[CH:7][CH:8]=2)[N:3]=1.Cl.CN(C)CCCN=C=NCC.ON1C2C=CC=CC=2N=N1.[CH2:36]([CH2:38][NH2:39])[OH:37]>CN(C=O)C.C(OCC)(=O)C>[OH:37][CH2:36][CH2:38][NH:39][C:1]([C:2]1[CH:11]=[CH:10][C:9]2[C:4](=[CH:5][CH:6]=[CH:7][CH:8]=2)[N:3]=1)=[O:13] |f:1.2|. Procedure: To a solution of quinaldic acid (5.0 g, 28.87 mmol), 1-(3-dimethylaminopropyl)-3-ethylcarbodiimide hydrochloride (5.5 g, 28.87 mmol), and 1-hydroxybenzotriazole (5.1 g, 37.49 mmol) in DMF (60 mL) at 0° C. was added ethanolamine (1.74 mL, 28.87 mmol) and 4-methylmorpholihne (4.76 mL, 43.31 mmol). The reaction was stirred at 0° C. for an additional 10 minutes and then warmed to room temperature and stirred for 2 hours. The reaction mixture was then diluted with ethyl acetate, washed 3 times with H... Starting materials: BrC(Br)(Br)Br, ClCCl, OCCc1ccc(OC(F)F)c(OC(F)F)c1, c1ccc(P(c2ccccc2)c2ccccc2)cc1. Yields the product FC(F)Oc1ccc(CCBr)cc1OC(F)F. As a reaction SMILES: [Br:37][C:38]([Br:39])([Br:40])[Br:41].[Cl:42][CH2:43][Cl:44].[F:1][CH:2]([O:3][c:4]1[cH:5][c:6]([CH2:14][CH2:15][OH:16])[cH:7][cH:8][c:9]1[O:10][CH:11]([F:12])[F:13])[F:17].[c:18]1([P:19]([c:20]2[cH:21][cH:22][cH:23][cH:24][cH:25]2)[c:26]2[cH:27][cH:28][cH:29][cH:30][cH:31]2)[cH:32][cH:33][cH:34][cH:35][cH:36]1>>[F:1][CH:2]([O:3][c:4]1[cH:5][c:6]([CH2:14][CH2:15][Br:37])[cH:7][cH:8][c:9]1[O:10][CH:11]([F:12])[F:13])[F:17]. Starting materials: B(Br)(Br)Br (Boron tribromide), COC=1C=C2C=C(NC2=CC1)C(=O)OCC (ethyl 5-methoxyindole-2-carboxylate), C(O)([O-])=O.[Na+] (sodium hydrogen carbonate). The solvent is ClCCl (dichloromethane). Run at time 2 hour. Product: OC=1C=C2C=C(NC2=CC1)C(=O)OCC (Ethyl 5-hydroxyindole-2-carboxylate). Isolated yield 48.2%. RXN SMILES: B(Br)(Br)Br.C[O:6][C:7]1[CH:8]=[C:9]2[C:13](=[CH:14][CH:15]=1)[NH:12][C:11]([C:16]([O:18][CH2:19][CH3:20])=[O:17])=[CH:10]2.C(=O)([O-])O.[Na+]>ClCCl>[OH:6][C:7]1[CH:8]=[C:9]2[C:13](=[CH:14][CH:15]=1)[NH:12][C:11]([C:16]([O:18][CH2:19][CH3:20])=[O:17])=[CH:10]2 |f:2.3|. Procedure: Boron tribromide (64.58 g) was added dropwise to a stirred solution of ethyl 5-methoxyindole-2-carboxylate (20 g) in dichloromethane (1000 ml) at −78° C. under an atmosphere of argon. The reaction was allowed to warm to room temperature and stirred for a further 2 hours. The reaction was poured into ice/s aqueous sodium hydrogen carbonate solution with stirring and extracted with ethyl acetate. Combined organic extracts were washed with saturated aqueous sodium hydrogen carbonate solution, water...